From a dataset of the Open Reaction Database (ORD), a public repository of structured organic reaction records. describe an organic reaction: reactants, conditions, products, and yield The reactants are CCOC(C)=O, CC1=CC(OC(=O)c2ccc([N+](=O)[O-])cc2)C(O)C(C)(C)CC1=O, O=[Pt]. Yields the product CC1=CC(OC(=O)c2ccc(N)cc2)C(O)C(C)(C)CC1=O. RXN SMILES: [CH3:25][CH2:26][O:27][C:28](=[O:29])[CH3:30].[OH:1][CH:2]1[CH:3]([O:13][C:14]([c:15]2[cH:16][cH:17][c:18]([N+:21]([O-:22])=[O:23])[cH:19][cH:20]2)=[O:24])[CH:4]=[C:5]([CH3:12])[C:6](=[O:11])[CH2:7][C:8]1([CH3:9])[CH3:10].[Pt:31]=[O:32]>>[OH:1][CH:2]1[CH:3]([O:13][C:14]([c:15]2[cH:16][cH:17][c:18]([NH2:21])[cH:19][cH:20]2)=[O:24])[CH:4]=[C:5]([CH3:12])[C:6](=[O:11])[CH2:7][C:8]1([CH3:9])[CH3:10]. Yields the product NC[C@H]1CC(N[C@@H]1C)=O ((4R,5R)-4-(aminomethyl)-5-methylpyrrolidine-2-one). RXN SMILES: [NH2:1][C@H:2]([C@H:4]1[CH2:8][N:7]([C@H](C2C=CC=CC=2)C)[C:6](=[O:17])[CH2:5]1)C.F[C:19](F)(F)C(O)=O>>[NH2:1][CH2:2][C@@H:4]1[C@@H:8]([CH3:19])[NH:7][C:6](=[O:17])[CH2:5]1. Starting materials: N[C@@H](C)[C@@H]1CC(N(C1)[C@@H](C)C1=CC=CC=C1)=O ((R)-4-((S)-1-aminoethyl)-1-((S)-1-phenylethyl)pyrrolidine-2-one), FC(C(=O)O)(F)F (trifluoroacetic acid). Procedure: 20 mg (R)-4-((S)-1-aminoethyl)-1-((S)-1-phenylethyl)pyrrolidine-2-one (I.22) was dissolved in trifluoroacetic acid and stirred for 90 min in the microwave at 150° C. The mixture was concentrated and used without further purification. Reaction conditions: temperature 150 celsius, time 90 minute. Starting materials: COc1ccc(CC(=O)O)cc1, Cc1ccccc1N. The reagents and catalysts are [B-](F)(F)(F)F.CCOC(=O)C(=NOC(=[N+](C)C)N(C)C)C#N (TOTU), CCN(C(C)C)C(C)C (DIPEA). The solvent is CN(C)C=O (DMF), CN(C)C=O (DMF), CN(C)C=O (DMF), CN(C)C=O (DMF), CN(C)C=O (DMF), CN(C)C=O (DMF). Conditions: temperature 25 celsius, time 2 hour. Product: COc1ccc(CC(=O)Nc2ccccc2C)cc1. The yield is 61.4%. As a reaction SMILES: Cc1ccccc1N.COc1ccc(CC(=O)O)cc1.[B-](F)(F)(F)F.CCOC(=O)C(=NOC(=[N+](C)C)N(C)C)C#N.CCN(C(C)C)C(C)C.CN(C)C=O>>COc1ccc(CC(=O)Nc2ccccc2C)cc1.